Dataset: the Open Reaction Database (ORD), a public repository of structured organic reaction records. Task: describe an organic reaction: reactants, conditions, products, and yield Starting materials: Cl.NO (Hydroxylamine hydrochloride), ClC(C(O)O)(Cl)Cl (Chloral hydrate), S(=O)(=O)([O-])[O-].[Na+].[Na+] (sodium sulfate), Cl (hydrochloric acid), C(C)(=O)N1CCC2=CC=CC(=C12)N (1-acetyl-7-amino-2,3-dihydro-(1H)-indole). Conditions: temperature 55 celsius. The solvent is O (water). The product is C(C)(=O)N1CCC2=CC=CC(=C12)NC(C=NO)=O (N-(1-Acetyl-2,3-dihydro-1H-indol-7-yl)-2-hydroxyimino-acetamide). Procedure details: Intermediate 6 was synthesized according to the procedure described by Yang et al. (J. Am. Chem. Soc., 1996, 118, 9557). Hydroxylamine hydrochloride (7.10 g, 0.102 mol) and sodium sulfate (40 g, 0.28 mol) were taken up in 200 mL water and 10 mL 2 M aqueous hydrochloric acid in a 1 L round-bottomed flask, and 1-acetyl-7-amino-2,3-dihydro-(1H)-indole (5.0 g, 28 mmol) was added. Chloral hydrate (5.63 g, 34.0 mmol) was then added, and the flask covered with a rubber septum and nitrogen balloon and h... Yield: 82.0%. RXN SMILES: Cl.[NH2:2][OH:3].S([O-])([O-])(=O)=O.[Na+].[Na+].Cl.[C:12]([N:15]1[C:23]2[C:18](=[CH:19][CH:20]=[CH:21][C:22]=2[NH2:24])[CH2:17][CH2:16]1)(=[O:14])[CH3:13].Cl[C:26](Cl)(Cl)[CH:27]([OH:29])O>O>[C:12]([N:15]1[C:23]2[C:18](=[CH:19][CH:20]=[CH:21][C:22]=2[NH:24][C:27](=[O:29])[CH:26]=[N:2][OH:3])[CH2:17][CH2:16]1)(=[O:14])[CH3:13] |f:0.1,2.3.4|. The reactants are C1(C(CCCC1)=O)=O (cyclohexane-dione), CO (methanol). The product is COC1CC(CCC1)=O (3-methoxy-cyclo-hexanone). As a reaction SMILES: [C:1]1(=O)[CH2:6][CH2:5][CH2:4][CH2:3][C:2]1=[O:7].[CH3:9][OH:10]>>[CH3:9][O:10][CH:6]1[CH2:5][CH2:4][CH2:3][C:2](=[O:7])[CH2:1]1. Procedure details: If methanol is used as solvent (example 5), which esterifies with cyclohexane-dione to yield 3-methoxy-cyclo-hexanone, resorcinol-monomethyl ether is formed as by-product. The reactants are C(C1=CC=CC=C1)OC1=CC=C(C=C1)C1=NNC(=C1)N\C(=N/C(C1=CC=C(C=C1)C(F)(F)F)=O)\NC(C)(C)C ((Z)—N-(((3-(4-(Benzyloxy)phenyl)-1H-pyrazol-5-yl)amino)(tert-butylamino)methylene)-4-(trifluoromethyl)benzamide), [H][H] (hydrogen). Reagents/catalysts: [Pd] (palladium on carbon). Run in CO (methanol). The product is C(C)(C)(C)N/C(=N/C(C1=CC=C(C=C1)C(F)(F)F)=O)/NC1=CC(=NN1)C1=CC=C(C=C1)O ((Z)—N-((tert-Butylamino)((3-(4-hydroxyphenyl)-1H-pyrazol-5-yl)amino)methylene)-4-(trifluoromethyl)benzamide). The yield is 68.1%. Reaction SMILES: C([O:8][C:9]1[CH:14]=[CH:13][C:12]([C:15]2[CH:19]=[C:18]([NH:20]/[C:21](/[NH:35][C:36]([CH3:39])([CH3:38])[CH3:37])=[N:22]\[C:23](=[O:34])[C:24]3[CH:29]=[CH:28][C:27]([C:30]([F:33])([F:32])[F:31])=[CH:26][CH:25]=3)[NH:17][N:16]=2)=[CH:11][CH:10]=1)C1C=CC=CC=1.[H][H]>CO.[Pd]>[C:36]([NH:35]/[C:21](/[NH:20][C:18]1[NH:17][N:16]=[C:15]([C:12]2[CH:13]=[CH:14][C:9]([OH:8])=[CH:10][CH:11]=2)[CH:19]=1)=[N:22]/[C:23](=[O:34])[C:24]1[CH:25]=[CH:26][C:27]([C:30]([F:32])([F:33])[F:31])=[CH:28][CH:29]=1)([CH3:39])([CH3:37])[CH3:38]. Reported procedure: (Z)—N-(((3-(4-(Benzyloxy)phenyl)-1H-pyrazol-5-yl)amino)(tert-butylamino)methylene)-4-(trifluoromethyl)benzamide (150 mg) was dissolved in methanol (10 mL) and the solution was degassed with nitrogen. To the solution was added 10% palladium on carbon (30 mg, 0.1 equiv). The mixture was subjected to hydrogen gas at 60 psi pressure in a Parr shaker. The reaction was checked periodically for completion. Upon completion, the reaction mixture was filtered through celite, and the filtrate was concentra... Reactants: [N+](=O)([O-])C1=C(C=O)C=CC=C1 (o-Nitrobenzaldehyde), C(CC(=O)C)(=O)OCCCCCC (n-hexyl acetoacetate), C(C)(C)NC(\C=C(\C)/N)=O (3-aminocrotonic isopropylamide). Solvent: C(C)O (ethanol). The product is CC=1NC(=C(C(C1C(=O)NC(C)C)C1=C(C=CC=C1)[N+](=O)[O-])C(=O)OCCCCCC)C (n-hexyl 2,6-dimethyl-3-isopropylaminocarbonyl-4-(o-nitrophenyl)-1,4-dihydropyridine-5-carboxylate). The yield is 29.9%. Reaction SMILES: [N+:1]([C:4]1[CH:11]=[CH:10][CH:9]=[CH:8][C:5]=1[CH:6]=O)([O-:3])=[O:2].[C:12]([O:18][CH2:19][CH2:20][CH2:21][CH2:22][CH2:23][CH3:24])(=[O:17])[CH2:13][C:14]([CH3:16])=O.[CH:25]([NH:28][C:29](=[O:34])/[CH:30]=[C:31](\[NH2:33])/[CH3:32])([CH3:27])[CH3:26]>C(O)C>[CH3:32][C:31]1[NH:33][C:14]([CH3:16])=[C:13]([C:12]([O:18][CH2:19][CH2:20][CH2:21][CH2:22][CH2:23][CH3:24])=[O:17])[CH:6]([C:5]2[CH:8]=[CH:9][CH:10]=[CH:11][C:4]=2[N+:1]([O-:3])=[O:2])[C:30]=1[C:29]([NH:28][CH:25]([CH3:27])[CH3:26])=[O:34]. Reported procedure: o-Nitrobenzaldehyde (3.8 g, 0.025 mole), n-hexyl acetoacetate (4.6 g, 0.025 mole) and 3-aminocrotonic isopropylamide (3.5 g, 0.025 mole) are dissolved in ethanol (50 ml), and the mixture is refluxed for 8 hours. After the reaction, the solvent is distilled off under reduced pressure. The residue is dissolved in elution solvent [chloroform:carbon tetrachloride:ethyl formate:formic acid:ethanol (10:10:8:1:2)] (30 ml) and subjected to column chromatography [silica gel 60 Art. 9385 (Manufactured by ... Starting materials: CCOC(C)=O, Cl, COC(=O)C(C)(C)NC(=O)Nc1ccc(F)c(-c2cccs2)c1, C1CCOC1. The product is CC1(C)NC(=O)N(c2ccc(F)c(-c3cccs3)c2)C1=O. Reaction SMILES: [CH3:30][CH2:31][O:32][C:33](=[O:34])[CH3:35].[ClH:24].[F:1][c:2]1[c:3](-[c:19]2[s:20][cH:21][cH:22][cH:23]2)[cH:4][c:5]([NH:8][C:9]([NH:10][C:11]([C:12](=[O:13])[O:14][CH3:15])([CH3:16])[CH3:17])=[O:18])[cH:6][cH:7]1.[O:25]1[CH2:26][CH2:27][CH2:28][CH2:29]1>>[F:1][c:2]1[c:3](-[c:19]2[s:20][cH:21][cH:22][cH:23]2)[cH:4][c:5]([N:8]2[C:9](=[O:18])[NH:10][C:11]([CH3:16])([CH3:17])[C:12]2=[O:13])[cH:6][cH:7]1. Reactants: Cl (hydrochloric acid), CN(C)CP(CN(C)C)(CN(C)C)=O (tris(dimethylaminomethyl)phosphine oxide). Solvent: O (water). Conditions: time 30 minute. Product: Cl.Cl.Cl.CN(C)CP(CN(C)C)(CN(C)C)=O (tris(dimethylaminomethyl)phosphine oxide trihydrochloride). Isolated yield 100.0%. RXN SMILES: [ClH:1].[CH3:2][N:3]([CH2:5][P:6](=[O:15])([CH2:11][N:12]([CH3:14])[CH3:13])[CH2:7][N:8]([CH3:10])[CH3:9])[CH3:4]>O>[ClH:1].[ClH:1].[ClH:1].[CH3:10][N:8]([CH2:7][P:6](=[O:15])([CH2:11][N:12]([CH3:14])[CH3:13])[CH2:5][N:3]([CH3:2])[CH3:4])[CH3:9] |f:3.4.5.6|. Procedure: Five ml (0.03 mol) of a 6 N hydrochloric acid solution was pipetted into a stoppered flask containing 2.21 g (0.01 mol) of tris(dimethylaminomethyl)phosphine oxide. The mixture was shaken until the fuming and exotherming subsided, allowed to stand 30 min, and then stripped of water under vacuum, leaving 3.32 g (100% yield) of tris(dimethylaminomethyl)phosphine oxide trihydrochloride as a white, crystalline solid, m.p. 228°-229° C. dec.